This data is from the Open Reaction Database (ORD), a public repository of structured organic reaction records. The task is: describe an organic reaction: reactants, conditions, products, and yield Starting materials: FC1=C(C=CC(=C1)F)C=1N=NN(N1)C1CC(NC1)C(=O)N1CCN(CC1)C1=C(C#N)C=CC=C1 (2-(4-{4-[5-(2,4-difluoro-phenyl)-tetrazol-2-yl]-pyrrolidine-2-carbonyl}-piperazin-1-yl)-benzonitrile), ClC1=CC=C(C=O)C=C1 (4-chloro-benzaldehyde). The product is ClC1=CC=C(CN2[C@@H](C[C@@H](C2)N2N=C(N=N2)C2=C(C=C(C=C2)F)F)C(=O)N2CCN(CC2)C2=C(C#N)C=CC=C2)C=C1 (2-(4-{(2S,4S)-1-(4-Chloro-benzyl)-4-[5-(2,4-difluoro-phenyl)-tetrazol-2-yl]-pyrrolidine-2-carbonyl}-piperazin-1-yl)-benzonitrile). Yield: 10.8%. RXN SMILES: [F:1][C:2]1[CH:7]=[C:6]([F:8])[CH:5]=[CH:4][C:3]=1[C:9]1[N:10]=[N:11][N:12]([CH:14]2[CH2:18][NH:17][CH:16]([C:19]([N:21]3[CH2:26][CH2:25][N:24]([C:27]4[CH:34]=[CH:33][CH:32]=[CH:31][C:28]=4[C:29]#[N:30])[CH2:23][CH2:22]3)=[O:20])[CH2:15]2)[N:13]=1.[Cl:35][C:36]1[CH:43]=[CH:42][C:39]([CH:40]=O)=[CH:38][CH:37]=1>>[Cl:35][C:36]1[CH:43]=[CH:42][C:39]([CH2:40][N:17]2[CH2:18][C@@H:14]([N:12]3[N:11]=[N:10][C:9]([C:3]4[CH:4]=[CH:5][C:6]([F:8])=[CH:7][C:2]=4[F:1])=[N:13]3)[CH2:15][C@H:16]2[C:19]([N:21]2[CH2:22][CH2:23][N:24]([C:27]3[CH:34]=[CH:33][CH:32]=[CH:31][C:28]=3[C:29]#[N:30])[CH2:25][CH2:26]2)=[O:20])=[CH:38][CH:37]=1. Procedure details: As described for Example 1e, 2-(4-{4-[5-(2,4-difluoro-phenyl)-tetrazol-2-yl]-pyrrolidine-2-carbonyl}-piperazin-1-yl)-benzonitrile (60 mg, 0.13 mmol) was converted, using 4-chloro-benzaldehyde (20 mg, 0.14 mmol) instead of benzaldehyde, to the title compound (8.3 mg, 11%) as light yellow oil. MS m/e=589.1 (75%); 591.1 (25%) [M+H]+. The reactants are C1CCOC1, CN(C)C(=O)c1cccc(Oc2nc(NCc3ccccc3)c([N+](=O)[O-])c(Oc3cc(C#N)ccc3OCc3ccccc3)n2)c1, Cl, [Zn]. RXN SMILES: [CH2:49]1[O:50][CH2:51][CH2:52][CH2:53]1.[CH3:1][N:2]([C:3](=[O:4])[c:5]1[cH:6][c:7]([O:8][c:9]2[n:10][c:11]([O:26][c:27]3[c:28]([O:35][CH2:36][c:37]4[cH:38][cH:39][cH:40][cH:41][cH:42]4)[cH:29][cH:30][c:31]([C:33]#[N:34])[cH:32]3)[c:12]([N+:23]([O-:24])=[O:25])[c:13]([NH:15][CH2:16][c:17]3[cH:18][cH:19][cH:20][cH:21][cH:22]3)[n:14]2)[cH:43][cH:44][cH:45]1)[CH3:46].[ClH:47].[Zn:48]>>[CH3:1][N:2]([C:3](=[O:4])[c:5]1[cH:6][c:7]([O:8][c:9]2[n:10][c:11]([O:26][c:27]3[c:28]([O:35][CH2:36][c:37]4[cH:38][cH:39][cH:40][cH:41][cH:42]4)[cH:29][cH:30][c:31]([C:33]#[N:34])[cH:32]3)[c:12]([NH2:23])[c:13]([NH:15][CH2:16][c:17]3[cH:18][cH:19][cH:20][cH:21][cH:22]3)[n:14]2)[cH:43][cH:44][cH:45]1)[CH3:46]. Yields the product CN(C)C(=O)c1cccc(Oc2nc(NCc3ccccc3)c(N)c(Oc3cc(C#N)ccc3OCc3ccccc3)n2)c1. Starting materials: S(=O)(Cl)Cl (thionyl chloride), S(=O)(Cl)Cl (thionyl chloride), S(=O)(Cl)Cl (thionyl chloride), C(CCCCCCCCCCC)(=O)O (dodecanoic acid). Solvent: O (water). Reaction conditions: temperature 45 celsius, time 50 minute. Yields the product acyl chloride, C(CCCCCCCCCCC)(=O)Cl (dodecanoyl chloride). RXN SMILES: S(Cl)([Cl:3])=O.[C:5]([OH:18])(=O)[CH2:6][CH2:7][CH2:8][CH2:9][CH2:10][CH2:11][CH2:12][CH2:13][CH2:14][CH2:15][CH3:16]>O>[C:5]([Cl:3])(=[O:18])[CH2:6][CH2:7][CH2:8][CH2:9][CH2:10][CH2:11][CH2:12][CH2:13][CH2:14][CH2:15][CH3:16]. Reported procedure: In a dry 2-necked, round bottomed flask, equipped with a magnetic stirrer and fixed with a separatory funnel, containing 5.85 ml (80 mmol) of thionyl chloride, and a water condenser, is placed 10.02 g (50 mmol) of dodecanoic acid. Addition of the thionyl chloride is completed with heating to about 45° C. over the course of about 40 minutes. When addition of the thionyl chloride is complete the mixture is heated and stirred for an additional 50 minutes. The water condenser is then replaced with a...